From a dataset of the Open Reaction Database (ORD), a public repository of structured organic reaction records. describe an organic reaction: reactants, conditions, products, and yield The reactants are NC1CCCC=2C=C(C=NC12)C (8-amino-5,6,7,8-tetrahydro-3-methylquinoline), [N+](=O)([O-])C1=CC=C(C(=O)Cl)C=C1 (4-nitrobenzoylchloride), Cl (hydrochloride), CCOCC.Cl (Et2O HCl). Run in C(Cl)Cl (CH2Cl2), C(C)N(CC)CC (triethylamine). Run at time 8 hour. Product: CC=1C=NC=2C(CCCC2C1)NC(C1=CC=C(C=C1)[N+](=O)[O-])=O (5,6,7,8-Tetrahydro-3-methyl-8-(4-nitrobenzamido) quinoline). As a reaction SMILES: [NH2:1][CH:2]1[C:11]2[N:10]=[CH:9][C:8]([CH3:12])=[CH:7][C:6]=2[CH2:5][CH2:4][CH2:3]1.[N+:13]([C:16]1[CH:24]=[CH:23][C:19]([C:20](Cl)=[O:21])=[CH:18][CH:17]=1)([O-:15])=[O:14].CCOCC.Cl.Cl>C(Cl)Cl.C(N(CC)CC)C>[CH3:12][C:8]1[CH:9]=[N:10][C:11]2[CH:2]([NH:1][C:20](=[O:21])[C:19]3[CH:18]=[CH:17][C:16]([N+:13]([O-:15])=[O:14])=[CH:24][CH:23]=3)[CH2:3][CH2:4][CH2:5][C:6]=2[CH:7]=1 |f:2.3|. Procedure: To 8-amino-5,6,7,8-tetrahydro-3-methylquinoline (4.5g, 2.27 M moles) in CH2Cl2 was added 4-nitrobenzoylchloride (4.2g, 2.26Mmoles) followed by sufficient triethylamine to clear the solution and then form a new precipitate. This material was left overnight and then the solvent removed. The residue was taken up in 2M HCl and washed with ethyl acetate. The aquous layer was then basified with Na2CO3 and extracted with chloroform. The organic solution was dried (MgSO4) and evaporated under reduced pr... The reactants are C(=CC1=CC=CC=C1)C1=NC2=C(N1)C=CC=C2 (2-styryl-1H-benzimidazole), ClC1=NC=NC(=C1)Cl (4,6-dichloropyrimidine), N1=C(C=CC=C1)N1C(=NC2=C1C=CC=C2)\C=C\C2=CC=CC=C2 ((E)-1-(2-pyridyl)-2-styryl-1H-benzimidazole), Cl (hydrogen chloride). Run in CO (methanol). Product: Cl.ClC1=CC(=NC=N1)N1C(=NC2=C1C=CC=C2)\C=C\C2=CC=CC=C2 ((E)-1-(6-Chloro4-pyrimidyl)-2-styryl-1H-benzimidazole hydrochloride). Reaction SMILES: [CH:1]([C:9]1[NH:13][C:12]2[CH:14]=[CH:15][CH:16]=[CH:17][C:11]=2[N:10]=1)=[CH:2][C:3]1[CH:8]=[CH:7][CH:6]=[CH:5][CH:4]=1.[Cl:18][C:19]1[CH:24]=[C:23]([Cl:25])[N:22]=[CH:21][N:20]=1.N1C=CC=CC=1N1C2C=CC=CC=2N=C1/C=C/C1C=CC=CC=1.Cl>CO>[ClH:18].[Cl:25][C:23]1[N:22]=[CH:21][N:20]=[C:19]([N:10]2[C:11]3[CH:17]=[CH:16][CH:15]=[CH:14][C:12]=3[N:13]=[C:9]2/[CH:1]=[CH:2]/[C:3]2[CH:8]=[CH:7][CH:6]=[CH:5][CH:4]=2)[CH:24]=1 |f:5.6|. Procedure details: Free base of the titled compound was prepared from 2-styryl-1H-benzimidazole and 4,6-dichloropyrimidine according to the preparation of (E)-1-(2-pyridyl)-2-styryl-1H-benzimidazole (Example 1, method B). The free base was treated with a 10% methanol solution of hydrogen chloride and concentrated to dryness. The residue was recrystallized from ethyl acetate-hexane to give the titled compound. MW: 376.33; mp: 203.0-204.0° C.; 1H-NMR (DMSO) δ: 9.27 (1H, d, J=1.1 Hz), 8.15 (1H, d, J=1.1 Hz), 8.02-7.9... The reactants are [N+](=[N-])=CC(=O)OCC (ethyl diazoacetate), C(C)(C)(C)OC(NC(C(F)(F)F)(CO)C1=CC(=CC=C1)Br)=O ([1-(3-bromo-phenyl)-2,2,2-trifluoro-1-hydroxymethyl-ethyl]-carbamic acid tert-butyl ester), Rh2 (OAc)2. Solvent: C(Cl)Cl (DCM), C(Cl)Cl (DCM). Product: C(C)OC(COCC(C(F)(F)F)(NC(=O)OC(C)(C)C)C1=CC(=CC=C1)Br)=O ([2-(3-Bromo-phenyl)-2-tert-butoxycarbonylamino-3,3,3-trifluoro-propoxy]-acetic acid ethyl ester). As a reaction SMILES: [N+](=[CH:3][C:4]([O:6][CH2:7][CH3:8])=[O:5])=[N-].[C:9]([O:13][C:14](=[O:30])[NH:15][C:16]([C:23]1[CH:28]=[CH:27][CH:26]=[C:25]([Br:29])[CH:24]=1)([CH2:21][OH:22])[C:17]([F:20])([F:19])[F:18])([CH3:12])([CH3:11])[CH3:10]>C(Cl)Cl>[CH2:7]([O:6][C:4](=[O:5])[CH2:3][O:22][CH2:21][C:16]([C:23]1[CH:28]=[CH:27][CH:26]=[C:25]([Br:29])[CH:24]=1)([NH:15][C:14]([O:13][C:9]([CH3:12])([CH3:11])[CH3:10])=[O:30])[C:17]([F:18])([F:19])[F:20])[CH3:8]. Procedure details: With the use of a syringe pump a solution of 1.87 ml (15.17 mmol) ethyl diazoacetate in 8 ml DCM were added to a stirred solution of 2.01 g (5.23 mmol) [1-(3-bromo-phenyl)-2,2,2-trifluoro-1-hydroxymethyl-ethyl]-carbamic acid tert-butyl ester and 46 mg (0.105 mmol) Rh2 (OAc)2 in 34 ml DCM over a period of 3.5 h. After 30 min the mixture was evaporated and chromatographed on silica gel (c-hexane/0-20% TBME) to give the desired product contaminated with a diazo ester oligomer.